From a dataset of the Open Reaction Database (ORD), a public repository of structured organic reaction records. describe an organic reaction: reactants, conditions, products, and yield Starting materials: C(C)(=O)[O-].[NH4+] (ammonium acetate), FC(CN(C(C(Cl)(Cl)Cl)=O)C1=C(C(=O)C2=CC=CC=C2)C=C(C=C1)Cl)(F)F (2-[N-(2,2,2-trifluoroethyl)-trichloroacetamido]-5-chlorobenzophenone). Run in C(C)O (ethanol). Product: FC(CN1C(N=C(C2=CC(=CC=C12)Cl)C1=CC=CC=C1)=O)(F)F (1-(2,2,2-trifluoroethyl)-4-phenyl-6-chloro-2(1H)-quinazolinone). Reaction SMILES: [F:1][C:2]([F:27])([F:26])[CH2:3][N:4]([C:11]1[CH:24]=[CH:23][C:22]([Cl:25])=[CH:21][C:12]=1[C:13]([C:15]1[CH:20]=[CH:19][CH:18]=[CH:17][CH:16]=1)=O)[C:5](=[O:10])C(Cl)(Cl)Cl.C([O-])(=O)C.[NH4+:32]>C(O)C>[F:1][C:2]([F:27])([F:26])[CH2:3][N:4]1[C:11]2[C:12](=[CH:21][C:22]([Cl:25])=[CH:23][CH:24]=2)[C:13]([C:15]2[CH:20]=[CH:19][CH:18]=[CH:17][CH:16]=2)=[N:32][C:5]1=[O:10] |f:1.2|. Reported procedure: To a solution of 2.8 g of 2-[N-(2,2,2-trifluoroethyl)-trichloroacetamido]-5-chlorobenzophenone in 50 ml. of ethanol was added 4.6 g of ammonium acetate. The mixture was stirred and heated under reflux for 10 hours. Then the solvent was removed under reduced pressure. The residue was triturated with ether, filtered, washed with water and dried to give 1-(2,2,2-trifluoroethyl)-4-phenyl-6-chloro-2(1H)-quinazolinone. Recrystallization from ethanol gave pale yellow crystals, m.p. 185.0°-186° C.